From a dataset of the Open Reaction Database (ORD), a public repository of structured organic reaction records. describe an organic reaction: reactants, conditions, products, and yield Yields the product ClC1=NN=C(C2=CC=C(C=C12)OC)CCC1=CC=CC=C1 (1-Chloro-7-methoxy-4-(2-phenylethyl)phthalazine). Reaction SMILES: [CH3:1][O:2][C:3]1[CH:12]=[C:11]2[C:6]([C:7]([CH2:14][CH2:15][C:16]3[CH:21]=[CH:20][CH:19]=[CH:18][CH:17]=3)=[N:8][NH:9][C:10]2=O)=[CH:5][CH:4]=1.P(Cl)(Cl)([Cl:24])=O>>[Cl:24][C:10]1[C:11]2[C:6](=[CH:5][CH:4]=[C:3]([O:2][CH3:1])[CH:12]=2)[C:7]([CH2:14][CH2:15][C:16]2[CH:21]=[CH:20][CH:19]=[CH:18][CH:17]=2)=[N:8][N:9]=1. Starting materials: COC1=CC=C2C(=NNC(C2=C1)=O)CCC1=CC=CC=C1 (7-methoxy-4-(2-phenylethyl)-2H-phthalazin-1-one), P(=O)(Cl)(Cl)Cl (phosphoryl chloride). Reported procedure: This compound is obtained according to the procedure described in 1.3. by reacting 7-methoxy-4-(2-phenylethyl)-2H-phthalazin-1-one with phosphoryl chloride.